Dataset: the Open Reaction Database (ORD), a public repository of structured organic reaction records. Task: describe an organic reaction: reactants, conditions, products, and yield Starting materials: CCO, O=C1c2ccccc2C(=O)N1CCC1CCN(c2ccc([N+](=O)[O-])cc2F)CC1, NN, O, O. Yields the product NCCC1CCN(c2ccc([N+](=O)[O-])cc2F)CC1. Reaction SMILES: [CH3:34][CH2:35][OH:36].[F:4][c:5]1[c:6]([N:14]2[CH2:15][CH2:16][CH:17]([CH2:20][CH2:21][N:22]3[C:23](=[O:24])[c:25]4[c:26]([cH:27][cH:28][cH:29][cH:30]4)[C:31]3=[O:32])[CH2:18][CH2:19]2)[cH:7][cH:8][c:9]([N+:11](=[O:12])[O-:13])[cH:10]1.[NH2:2][NH2:3].[OH2:1].[OH2:33]>>[F:4][c:5]1[c:6]([N:14]2[CH2:15][CH2:16][CH:17]([CH2:20][CH2:21][NH2:22])[CH2:18][CH2:19]2)[cH:7][cH:8][c:9]([N+:11](=[O:12])[O-:13])[cH:10]1. Reactants: O, Cc1cc(C)c(CCCC(C)(C)O)c(O)c1, Cc1ccc(S(=O)(=O)O)cc1, c1ccccc1. Yields the product Cc1cc(C)c2c(c1)OC(C)(C)CCC2. Reaction SMILES: [OH2:28].[OH:1][c:2]1[c:3]([CH2:10][CH2:11][CH2:12][C:13]([CH3:14])([OH:15])[CH3:16])[c:4]([CH3:9])[cH:5][c:6]([CH3:8])[cH:7]1.[c:17]1([CH3:18])[cH:19][cH:20][c:21]([S:22]([OH:23])(=[O:24])=[O:25])[cH:26][cH:27]1.[cH:29]1[cH:30][cH:31][cH:32][cH:33][cH:34]1>>[c:2]12[c:3]([c:4]([CH3:9])[cH:5][c:6]([CH3:8])[cH:7]1)[CH2:10][CH2:11][CH2:12][C:13]([CH3:14])([CH3:16])[O:15]2. The reactants are [H-].[Na+] (sodium hydride), C(C)(C)(C)OC(=O)N1CCN(CC1)C1=C(C(=CC=C1)F)[N+](=O)[O-] (4-(3-fluoro-2-nitro-phenyl)-piperazine-1-carboxylic acid tert-butyl ester), CS(=O)(=O)CCO (2-(methylsulfonyl)ethanol), [H-].[Na+] (sodium hydride), [H-].[Na+] (sodium hydride). The solvent is CN(C)C=O (DMF), CN(C)C=O (DMF). Run at time 2 hour. The product is C(C)(C)(C)OC(=O)N1CCN(CC1)C1=C(C(=CC=C1)O)[N+](=O)[O-] (4-(3-Hydroxy-2-nitro-phenyl)-piperazine-1-carboxylic acid tert-butyl ester). Isolated yield 148.3%. As a reaction SMILES: [C:1]([O:5][C:6]([N:8]1[CH2:13][CH2:12][N:11]([C:14]2[CH:19]=[CH:18][CH:17]=[C:16](F)[C:15]=2[N+:21]([O-:23])=[O:22])[CH2:10][CH2:9]1)=[O:7])([CH3:4])([CH3:3])[CH3:2].CS(CCO)(=O)=[O:26].[H-].[Na+]>CN(C=O)C>[C:1]([O:5][C:6]([N:8]1[CH2:13][CH2:12][N:11]([C:14]2[CH:19]=[CH:18][CH:17]=[C:16]([OH:26])[C:15]=2[N+:21]([O-:23])=[O:22])[CH2:10][CH2:9]1)=[O:7])([CH3:4])([CH3:3])[CH3:2] |f:2.3|. Procedure: To a cooled stirring solution of 4-(3-fluoro-2-nitro-phenyl)-piperazine-1-carboxylic acid tert-butyl ester (1.50 g, 4.61 mmol), and 2-(methylsulfonyl)ethanol (876 mg, 6.92 mmol) in anhydrous DMF (15 mL), under nitrogen, was added, portionwise, sodium hydride (553 mg, 13.8 mmol, 60% oil dispersion). The solution foamed upon the sodium hydride addition. The resulting dark orange solution was stirred, at 0° C., for 30 minutes upon completion of sodium hydride addition. The reaction solution became ... Starting materials: amine, C=O (formaldehyde), C(C)(=O)O[BH-](OC(C)=O)OC(C)=O.[Na+] (sodium triacetoxyborohydride), C1(CCCC1)[C@](C(=O)O[C@@H]1[C@H]2CCC(C1)N2C(=O)OC(C)(C)C)(C2=CC=CC=C2)O ((1R,2S)-2-((R)-2′-cyclopentyl-2′-hydroxy 2′-phenylacetoxy)-7-(tert-butoxycarbonyl)-7-azabicyclo[2.2.1]heptane), Cl (hydrochloric acid). Solvent: ClC(C)Cl (dichloroethane), O (Water), O1CCOCC1 (dioxane). Reaction conditions: time 0.5 hour. The product is C1(CCCC1)[C@](C(=O)O[C@@H]1[C@H]2CCC(C1)N2C)(C2=CC=CC=C2)O ((1R,2S)-2-((R)-2′-cyclopentyl-2′-hydroxy 2′-phenylacetoxy)-7-methyl-7-azabicyclo[2,2,1]heptane). Isolated yield 76.7%. Reaction SMILES: [CH:1]1([C@@:6]([OH:30])([C:24]2[CH:29]=[CH:28][CH:27]=[CH:26][CH:25]=2)[C:7]([O:9][C@H:10]2[CH2:15][CH:14]3[N:16]([C:17](OC(C)(C)C)=O)[C@@H:11]2[CH2:12][CH2:13]3)=[O:8])[CH2:5][CH2:4][CH2:3][CH2:2]1.Cl.C=O.C(O[BH-](OC(=O)C)OC(=O)C)(=O)C.[Na+]>O1CCOCC1.ClC(Cl)C.O>[CH:1]1([C@@:6]([OH:30])([C:24]2[CH:25]=[CH:26][CH:27]=[CH:28][CH:29]=2)[C:7]([O:9][C@H:10]2[CH2:15][CH:14]3[N:16]([CH3:17])[C@@H:11]2[CH2:12][CH2:13]3)=[O:8])[CH2:5][CH2:4][CH2:3][CH2:2]1 |f:3.4|. Procedure: To (1R,2S)-2-((R)-2′-cyclopentyl-2′-hydroxy 2′-phenylacetoxy)-7-(tert-butoxycarbonyl)-7-azabicyclo[2.2.1]heptane (76 mg, 0.182 mmol) was added 1 mL of 4N hydrochloric acid in dioxane and the mixture was stirred at room temperature for 0.5 hr. The dioxane was removed under vacuum and the residue was basified with ammonium hydroxide to pH 10 and extracted with 3×30 mL of methylene chloride. The combined organic layers were dried over sodium sulfate and concentrated to yield the crude amine. To thi... The reactants are C(C)OC(=O)[C@H](CCCCN1C(C=2C(C1=O)=CC=CC2)=O)N[C@H]2CSC1=C(N(C2=O)CC(=O)OC(C)(C)C)C=CC=C1 (tert-butyl 3(R)-[1(S)-ethoxycarbonyl-5-phthalimidopentyl]amino-4-oxo-2,3,4,5-tetrahydro-1,5-benzothiazepine-5-acetate), NN (hydrazine), C(C)(=O)Cl (acetyl chloride). The product is C(C)(=O)NCCCC[C@@H](C(=O)OCC)N[C@H]1CSC2=C(N(C1=O)CC(=O)OC(C)(C)C)C=CC=C2 (tert-butyl 3(R)-[5-acetylamino-1(S)-ethoxycarbonylpentyl]amino-4-oxo-2,3,4,5-tetrahydro-1,5-benzothiazepine-5-acetate). As a reaction SMILES: [CH2:1]([O:3][C:4]([C@@H:6]([NH:22][C@@H:23]1[C:29](=[O:30])[N:28]([CH2:31][C:32]([O:34][C:35]([CH3:38])([CH3:37])[CH3:36])=[O:33])[C:27]2[CH:39]=[CH:40][CH:41]=[CH:42][C:26]=2[S:25][CH2:24]1)[CH2:7][CH2:8][CH2:9][CH2:10][N:11]1C(=O)C2=CC=CC=[C:13]2[C:12]1=[O:21])=[O:5])[CH3:2].NN.C(Cl)(=O)C>>[C:12]([NH:11][CH2:10][CH2:9][CH2:8][CH2:7][C@H:6]([NH:22][C@@H:23]1[C:29](=[O:30])[N:28]([CH2:31][C:32]([O:34][C:35]([CH3:36])([CH3:37])[CH3:38])=[O:33])[C:27]2[CH:39]=[CH:40][CH:41]=[CH:42][C:26]=2[S:25][CH2:24]1)[C:4]([O:3][CH2:1][CH3:2])=[O:5])(=[O:21])[CH3:13]. Procedure details: A half g of tert-butyl 3(R)-[1(S)-ethoxycarbonyl-5-phthalimidopentyl]amino-4-oxo-2,3,4,5-tetrahydro-1,5-benzothiazepine-5-acetate is treated with hydrazine in a manner similar to that described in Reference Example 44, and then reacted with acetyl chloride to give tert-butyl 3(R)-[5-acetylamino-1(S)-ethoxycarbonylpentyl]amino-4-oxo-2,3,4,5-tetrahydro-1,5-benzothiazepine-5-acetate (0.25 g) as a colorless oil. Starting materials: [H-].[Na+] (NaH), O (water), C(C1=CC=CC=C1)O (benzyl alcohol), Cl.ClC1=CC=NC=C1 (4-chloropyridine-HCl). The solvent is CN(C)C=O (DMF). Reaction conditions: temperature 5 celsius, time 15 minute. The product is C(C1=CC=CC=C1)OC1=CC=NC=C1 (4-(benzyloxy)pyridine). Yield: 89.0%. As a reaction SMILES: [H-].[Na+].[CH2:3]([OH:10])[C:4]1[CH:9]=[CH:8][CH:7]=[CH:6][CH:5]=1.Cl.Cl[C:13]1[CH:18]=[CH:17][N:16]=[CH:15][CH:14]=1.O>CN(C=O)C>[CH2:3]([O:10][C:13]1[CH:18]=[CH:17][N:16]=[CH:15][CH:14]=1)[C:4]1[CH:9]=[CH:8][CH:7]=[CH:6][CH:5]=1 |f:0.1,3.4|. Procedure details: A flask is charged with NaH (60% dispersion in mineral oil, 0.72 g, 18.0 mmol) then suspended in DMF (30 mL) and cooled to 5° C. To this mixture is added benzyl alcohol (1.04 mL, 10.0 mmol) drop-wise. The mixture is stirred for 15 minutes then 4-chloropyridine-HCl (1.00 g, 6.67 mmol) is added in three portions over 5 min. The resulting mixture is stirred at 5° C. for 10 min then warmed to 60° C. and stirred for 1.5 h. The mixture is then cooled to 23° C., treated with water, and extracted with E... Starting materials: C1(=CC=CC=C1)S(=O)(=O)NC=1C=C(C(=O)NCCSCC=2OC(=CC2)CN(C)C)C=CC1 (3-benzenesulfonamido-N-[2-(5-dimethylaminomethylfuran-2-ylmethylthio)ethyl]benzamide), C(C(=O)O)(=O)O (oxalic acid). Run in C(C)O (ethanol), C(C)O (ethanol). Product: C(C(=O)O)(=O)O.C1(=CC=CC=C1)S(=O)(=O)NC=1C=C(C(=O)NCCSCC=2OC(=CC2)CN(C)C)C=CC1 (3-benzenesulfonamido-N-[2-(5-dimethylaminomethylfuran-2-ylmethylthio)ethyl]benzamide oxalate). The yield is 84.0%. RXN SMILES: [C:1]1([S:7]([NH:10][C:11]2[CH:12]=[C:13]([CH:30]=[CH:31][CH:32]=2)[C:14]([NH:16][CH2:17][CH2:18][S:19][CH2:20][C:21]2[O:22][C:23]([CH2:26][N:27]([CH3:29])[CH3:28])=[CH:24][CH:25]=2)=[O:15])(=[O:9])=[O:8])[CH:6]=[CH:5][CH:4]=[CH:3][CH:2]=1.[C:33]([OH:38])(=[O:37])[C:34]([OH:36])=[O:35]>C(O)C>[C:33]([OH:38])(=[O:37])[C:34]([OH:36])=[O:35].[C:1]1([S:7]([NH:10][C:11]2[CH:12]=[C:13]([CH:30]=[CH:31][CH:32]=2)[C:14]([NH:16][CH2:17][CH2:18][S:19][CH2:20][C:21]2[O:22][C:23]([CH2:26][N:27]([CH3:29])[CH3:28])=[CH:24][CH:25]=2)=[O:15])(=[O:9])=[O:8])[CH:2]=[CH:3][CH:4]=[CH:5][CH:6]=1 |f:3.4|. Procedure: To a solution of 1 g of 3-benzenesulfonamido-N-[2-(5-dimethylaminomethylfuran-2-ylmethylthio)ethyl]benzamide in 15 ml of ethanol, a solution of 0.3 g of oxalic acid in 10 ml of ethanol is added. The salt which precipitates is filtered, dried and crystallized in 10 ml of 95% ethanol. Thus, 1 g of 3-benzenesulfonamido-N-[2-(5-dimethylaminomethylfuran-2-ylmethylthio)ethyl]benzamide oxalate is obtained as a vitreous solid.